Dataset: the Open Reaction Database (ORD), a public repository of structured organic reaction records. Task: describe an organic reaction: reactants, conditions, products, and yield The product is CC1C(C2(CC1)CC(=CC(C2)C)C)O (2,7,9-trimethylspiro[4,5]dec-7-en-1-ol). The yield is 87.0%. As a reaction SMILES: [CH3:1][CH:2]1[CH2:6][CH2:5][C:4]2([CH2:11][CH:10]([CH3:12])[CH:9]=[C:8]([CH3:13])[CH2:7]2)[C:3]1=[O:14].[H-].[H-].[H-].[H-].[Li+].[Al+3]>>[CH3:1][CH:2]1[CH2:6][CH2:5][C:4]2([CH2:11][CH:10]([CH3:12])[CH:9]=[C:8]([CH3:13])[CH2:7]2)[CH:3]1[OH:14] |f:1.2.3.4.5.6|. Procedure details: A mixture of 2,6,8 and 2,7,9-trimethylspiro[4,5]dec-7-en-1-one was reduced with LiAlH4 according to the general procedure (example 2, procedure 3) to give the title product in 87% yield as a mixture of isomers. The crude product was purified by bulb-to-bulb distillation (B.p.=82° C./0.02 mbar). Starting materials: CC1C(C2(CC1)CC(=CC(C2)C)C)=O (2,7,9-trimethylspiro[4,5]dec-7-en-1-one), [H-].[H-].[H-].[H-].[Li+].[Al+3] (LiAlH4). The reactants are CC(=O)O, CCO, O=Cc1c[nH]nc1-c1ccc([N+](=O)[O-])o1, NNC(N)=S, O. The product is NC(=S)NN=Cc1c[nH]nc1-c1ccc([N+](=O)[O-])o1. RXN SMILES: [CH3:21][C:22](=[O:23])[OH:24].[CH3:25][CH2:26][OH:27].[N+:1](=[O:2])([O-:3])[c:4]1[cH:5][cH:6][c:7](-[c:9]2[n:10][nH:11][cH:12][c:13]2[CH:14]=[O:15])[o:8]1.[NH2:16][NH:17][C:18](=[S:19])[NH2:20].[OH2:28]>>[N+:1](=[O:2])([O-:3])[c:4]1[cH:5][cH:6][c:7](-[c:9]2[n:10][nH:11][cH:12][c:13]2[CH:14]=[N:16][NH:17][C:18](=[S:19])[NH2:20])[o:8]1. Starting materials: [Cl-].[NH4+] (ammonium chloride), N(=[N+]=[N-])CC(=O)OCC (ethyl azidoacetate), S1C(=CC=C1)C=O (thiophene-2-carboxaldehyde), [O-]CC.[K+] (potassium ethoxide). Solvent: C(C)O (ethanol), C(C)O (ethanol). Run at temperature 0 celsius, time 2 hour. Yields the product N(=[N+]=[N-])C(C(=O)OCC)=CC=1SC=CC1 (Ethyl 2-azido-3-(2-thienyl)propenoate). Isolated yield 24.6%. RXN SMILES: [N:1]([CH2:4][C:5]([O:7][CH2:8][CH3:9])=[O:6])=[N+:2]=[N-:3].[S:10]1[CH:14]=[CH:13][CH:12]=[C:11]1[CH:15]=O.[O-]CC.[K+].[Cl-].[NH4+]>C(O)C>[N:1]([C:4](=[CH:15][C:11]1[S:10][CH:14]=[CH:13][CH:12]=1)[C:5]([O:7][CH2:8][CH3:9])=[O:6])=[N+:2]=[N-:3] |f:2.3,4.5|. Procedure: A solution of ethyl azidoacetate (1.38 g) and thiophene-2-carboxaldehyde (1 g) in ethanol (20 ml) was added dropwise to a solution of potassium ethoxide (0.9 g) in ethanol (20 ml) at 0° C. The reaction was stirred for 2 hours at 0° C. and 2 hours at ambient temperature then poured into saturated aqueous ammonium chloride solution (150 ml) and extracted with ether. Combined organic extracts were dried (MgSO4), concentrated in vacuo and the residue purified by column chromatography using isohexane... Reactants: BrBr (Bromine), ClC=1N=CC2=C(N1)SC=C2C2=CC=CC=C2 (2-Chloro-5-phenyl-thieno[2,3-d]pyrimidine), O=C1C(O)=C(O)[C@H](O1)[C@@H](O)CO (ascorbic acid). Run in C(C)(=O)O (acetic acid). Product: BrC1=C(C2=C(N=C(N=C2)Cl)S1)C1=CC=CC=C1 (6-bromo-2-chloro-5-phenyl-thieno[2,3-d]pyrimidine). Yield: 85.8%. RXN SMILES: [Cl:1][C:2]1[N:3]=[CH:4][C:5]2[C:10]([C:11]3[CH:16]=[CH:15][CH:14]=[CH:13][CH:12]=3)=[CH:9][S:8][C:6]=2[N:7]=1.[Br:17]Br.O=C1O[C@H]([C@H](CO)O)C(O)=C1O>C(O)(=O)C>[Br:17][C:9]1[S:8][C:6]2[N:7]=[C:2]([Cl:1])[N:3]=[CH:4][C:5]=2[C:10]=1[C:11]1[CH:16]=[CH:15][CH:14]=[CH:13][CH:12]=1. Reported procedure: 2-Chloro-5-phenyl-thieno[2,3-d]pyrimidine (0.5 g, 2.03 mmol) was stirred in acetic acid (10 mL). Bromine (0.65 g, 0.21 mL, 4.06 mmol) was added dropwise and the reaction allowed to stir at room temperature over the weekend. The reaction mixture was poured into saturated aqueous ascorbic acid solution. The resulting solid was filtered off and dried in vacuo at 40° C. to afford 6-bromo-2-chloro-5-phenyl-thieno[2,3-d]pyrimidine (567 mg).